From a dataset of the Open Reaction Database (ORD), a public repository of structured organic reaction records. describe an organic reaction: reactants, conditions, products, and yield Starting materials: ClC(=O)OCC (ethyl chloroformate), ClC1=CC=C(C=C1)CN1C(=C(C2=CC(=CC=C12)OCC=1SC2=C(N1)C=CC=C2)CC(=O)O)C (1-[(4-Chlorophenyl)methyl]-2-methyl-5-(2-benzothiazolylmethoxy)-1H-indole-3-acetic acid), [OH-].[NH4+] (ammonium hydroxide). The solvent is O1CCCC1 (tetrahydrofuran), O (water), O1CCCC1 (tetrahydrofuran), C(C)N(CC)CC (triethylamine). Reaction conditions: temperature 23 celsius, time 30 minute. Yields the product S1C(=NC2=C1C=CC=C2)COC=2C=C1C(=C(N(C1=CC2)CC2=CC=C(C=C2)Cl)C)CC(=O)N (5-(2-Benzothiazolylmethoxy)-1-[(4-chlorophenyl)methyl]-2-methyl-1H-indole-3-acetamide). The yield is 90.0%. Reaction SMILES: [Cl:1][C:2]1[CH:7]=[CH:6][C:5]([CH2:8][N:9]2[C:17]3[C:12](=[CH:13][C:14]([O:18][CH2:19][C:20]4[S:21][C:22]5[CH:28]=[CH:27][CH:26]=[CH:25][C:23]=5[N:24]=4)=[CH:15][CH:16]=3)[C:11]([CH2:29][C:30](O)=[O:31])=[C:10]2[CH3:33])=[CH:4][CH:3]=1.ClC(OCC)=O.[OH-].[NH4+:41]>O1CCCC1.C(N(CC)CC)C.O>[S:21]1[C:22]2[CH:28]=[CH:27][CH:26]=[CH:25][C:23]=2[N:24]=[C:20]1[CH2:19][O:18][C:14]1[CH:13]=[C:12]2[C:17](=[CH:16][CH:15]=1)[N:9]([CH2:8][C:5]1[CH:6]=[CH:7][C:2]([Cl:1])=[CH:3][CH:4]=1)[C:10]([CH3:33])=[C:11]2[CH2:29][C:30]([NH2:41])=[O:31] |f:2.3|. Procedure: To a mixture containing the compound of Example 37(0.5 g, 1.05 mmol) in tetrahydrofuran (30 mL) and triethylamine (0.6 mL) at -10° C., is added slowly with stirring a solution of ethyl chloroformate (0.14 g, 1.29 mmol) in tetrahydrofuran (10 mL). After 30 minutes, 30% ammonium hydroxide (0.6 mL) is added and the mixture is stirred for 18 hours at 23° C. The mixture is diluted with water (100 mL) and is extracted with ethyl acetate (3×100 mL). The combined extract is washed with 2N HCl (200 mL) a... The reactants are CCO, CC(=O)[O-], Cc1cccc2c1CCC2=O, CCO, Cl, NO, [Na+], O, O. The product is Cc1cccc2c1CCC2=NO. RXN SMILES: [CH2:25]([OH:26])[CH3:27].[CH3:16][C:17](=[O:18])[O-:19].[CH3:1][c:2]1[c:3]2[c:7]([cH:8][cH:9][cH:10]1)[C:6](=[O:11])[CH2:5][CH2:4]2.[CH3:21][CH2:22][OH:23].[ClH:12].[NH2:13][OH:14].[Na+:15].[OH2:20].[OH2:24]>>[CH3:1][c:2]1[c:3]2[c:7]([cH:8][cH:9][cH:10]1)[C:6](=[N:13][OH:14])[CH2:5][CH2:4]2.